From a dataset of the Open Reaction Database (ORD), a public repository of structured organic reaction records. describe an organic reaction: reactants, conditions, products, and yield The reactants are Cl (HCl), C1=C(C=CC2=CC=CC=C12)C=O (2-naphthaldehyde), C1(=CC=CC=C1)CC(=O)O (phenylacetic acid), C(C)(=O)OC(C)=O (acetic anhydride). Run in C(C)N(CC)CC (triethylamine). Product: C1=C(C=CC2=CC=CC=C12)C=C(C(=O)O)C1=CC=CC=C1 (3-(2-naphthyl)-2-phenyl acrylic acid). Isolated yield 89.0%. As a reaction SMILES: [CH:1]1[C:10]2[C:5](=[CH:6][CH:7]=[CH:8][CH:9]=2)[CH:4]=[CH:3][C:2]=1[CH:11]=O.[C:13]1([CH2:19][C:20]([OH:22])=[O:21])[CH:18]=[CH:17][CH:16]=[CH:15][CH:14]=1.C(OC(=O)C)(=O)C.Cl>C(N(CC)CC)C>[CH:1]1[C:10]2[C:5](=[CH:6][CH:7]=[CH:8][CH:9]=2)[CH:4]=[CH:3][C:2]=1[CH:11]=[C:19]([C:13]1[CH:18]=[CH:17][CH:16]=[CH:15][CH:14]=1)[C:20]([OH:22])=[O:21]. Procedure details: A mixture of 2-naphthaldehyde (5 g, 32 mmole), phenylacetic acid (4.4 g, 32 mmole), triethylamine (5 mL) and acetic anhydride (10 mL) were refluxed for 5 hours. The solution was poured into 2N HCl (150 mL) and a precipitate formed immediately. This was recrystallized from 50% aqueous ethanol to yield 7.8 g (89% yield) of a white power. Starting materials: COC(C1(CCN(CC1)C(=O)OC(C)(C)C)CC1=C(C=CC=C1)C)=O (N-t-butoxycarbonyl-4-(2-methylbenzyl)-isonipecotic acid methyl ester), Cl (HCl). Run in CCOC(=O)C (EtOAc). Run at temperature 0 celsius, time 10 minute. Product: Cl.COC(C1(CCNCC1)CC1=C(C=CC=C1)C)=O (4-(2-Methylbenzyl)-isonipecotic acid methyl ester hydrochloride salt). Reaction SMILES: [CH3:1][O:2][C:3](=[O:25])[C:4]1([CH2:17][C:18]2[CH:23]=[CH:22][CH:21]=[CH:20][C:19]=2[CH3:24])[CH2:9][CH2:8][N:7](C(OC(C)(C)C)=O)[CH2:6][CH2:5]1.[ClH:26]>CCOC(C)=O>[ClH:26].[CH3:1][O:2][C:3](=[O:25])[C:4]1([CH2:17][C:18]2[CH:23]=[CH:22][CH:21]=[CH:20][C:19]=2[CH3:24])[CH2:5][CH2:6][NH:7][CH2:8][CH2:9]1 |f:3.4|. Reported procedure: To a solution of N-t-butoxycarbonyl-4-(2-methylbenzyl)-isonipecotic acid methyl ester (7.13 g, 20.5 mmol) in EtOAc (100 ml) at 0° C. was bubbled HCl gas until saturated. The reaction was stirred for 10 min at 0° C. and the solvent evaporated in vacuo to afford the product as a white solid. Product: Cc1ccc(Nc2ncc(-c3ccc(OC(F)F)cc3)cn2)cc1CCO. Reactants: FC(F)Oc1ccc(-c2cnc(Cl)nc2)cc1, Cc1ccc(N)cc1CCO, C1COCCO1, O. As a reaction SMILES: [Cl:1][c:2]1[n:3][cH:4][c:5](-[c:8]2[cH:9][cH:10][c:11]([O:14][CH:15]([F:16])[F:17])[cH:12][cH:13]2)[cH:6][n:7]1.[NH2:18][c:19]1[cH:20][cH:21][c:22]([CH3:28])[c:23]([CH2:25][CH2:26][OH:27])[cH:24]1.[O:30]1[CH2:31][CH2:32][O:33][CH2:34][CH2:35]1.[OH2:29]>>[c:2]1([NH:18][c:19]2[cH:20][cH:21][c:22]([CH3:28])[c:23]([CH2:25][CH2:26][OH:27])[cH:24]2)[n:3][cH:4][c:5](-[c:8]2[cH:9][cH:10][c:11]([O:14][CH:15]([F:16])[F:17])[cH:12][cH:13]2)[cH:6][n:7]1. Starting materials: NC1=NNC=C1C (3-amino-4-methyl-1H-pyrazole), Cl.C(CC)(OCC)=N (ethyl propionimidate hydrochloride). Run in C(C)#N (acetonitrile). Run at time 1 hour. Product: Cl.CC=1C(=NNC1)NC(CC)=N (N-(4-methyl-1H-pyrazol-3-yl)propionamidine hydrochloride). Reaction SMILES: [NH2:1][C:2]1[C:6]([CH3:7])=[CH:5][NH:4][N:3]=1.[ClH:8].[C:9](=[NH:15])(OCC)[CH2:10][CH3:11]>C(#N)C>[ClH:8].[CH3:7][C:6]1[C:2]([NH:1][C:9](=[NH:15])[CH2:10][CH3:11])=[N:3][NH:4][CH:5]=1 |f:1.2,4.5|. Procedure: A 8.06 g portion of 3-amino-4-methyl-1H-pyrazole was dissolved in 30 ml of acetonitrile and, with cooling on an ice bath, 12.9 g of ethyl propionimidate hydrochloride was added to the solution. The resulting mixture was stirred for 1 hour at the same temperature and then overnight at room temperature. After removing insoluble materials by filtration, the resulting filtrate was concentrated under a reduced pressure, and the thus obtained residue was subjected to silica gel column chromatography. ... The reactants are OC[C@]12CCC(C(=C1C=C[C@H]1[C@@H]3CCC([C@@]3(C)CC[C@H]21)=O)C)=O (19-hydroxy-4-methyl-4,6-androstadiene-3,17-dione), OC[C@]12CCC(C=C1C=C[C@H]1[C@@H]3CCC([C@@]3(C)CC[C@H]21)=O)=O (19-hydroxy-4,6-androstadiene-3,17-dione). Product: CC1=C2C=C[C@H]3[C@@H]4CCC([C@@]4(C)CC[C@@H]3[C@]2(CCC1=O)C=O)=O (4-methyl-4,6-androstadiene-3,17,19-trione). As a reaction SMILES: [OH:1][CH2:2][C@@:3]12[C@@H:20]3[C@H:11]([C@H:12]4[C@@:16]([CH2:18][CH2:19]3)([CH3:17])[C:15](=[O:21])[CH2:14][CH2:13]4)[CH:10]=[CH:9][C:8]1=[C:7]([CH3:22])[C:6](=[O:23])[CH2:5][CH2:4]2.OC[C@@]12[C@@H]3[C@H]([C@H]4[C@@](CC3)(C)C(=O)CC4)C=CC1=CC(=O)CC2>>[CH3:22][C:7]1[C:6](=[O:23])[CH2:5][CH2:4][C@@:3]2([CH:2]=[O:1])[C:8]=1[CH:9]=[CH:10][C@@H:11]1[C@@H:20]2[CH2:19][CH2:18][C@@:16]2([CH3:17])[C@H:12]1[CH2:13][CH2:14][C:15]2=[O:21]. Reported procedure: Substituting 19-hydroxy-4-methyl-4,6-androstadiene-3,17-dione for the 19-hydroxy-4,6-androstadiene-3,17-dione above results in the preparation of 4-methyl-4,6-androstadiene-3,17,19-trione. Starting materials: C(C)C1(C(=O)OC(C1)=O)C (2-ethyl-2-methylsuccinic acid anhydride), FC1=CC=C2C=CC(=NC2=C1)COC=1C=C(N)C=CC1 (3-(7-fluoro-2-quinolinylmethoxy)aniline). The product is FC1=CC=C2C=CC(=NC2=C1)COC=1C=C(C=CC1)NC(CC(C(=O)O)(C)CC)=O (4-[3-(7-fluoro-2-quinolinylmethoxy)phenylamino]-2-ethyl-2-methyl-4-oxobutanoic acid). As a reaction SMILES: [CH2:1]([C:3]1([CH3:10])[CH2:8][C:7](=[O:9])[O:6][C:4]1=[O:5])[CH3:2].[F:11][C:12]1[CH:21]=[C:20]2[C:15]([CH:16]=[CH:17][C:18]([CH2:22][O:23][C:24]3[CH:25]=[C:26]([CH:28]=[CH:29][CH:30]=3)[NH2:27])=[N:19]2)=[CH:14][CH:13]=1>>[F:11][C:12]1[CH:21]=[C:20]2[C:15]([CH:16]=[CH:17][C:18]([CH2:22][O:23][C:24]3[CH:25]=[C:26]([NH:27][C:7](=[O:9])[CH2:8][C:3]([CH2:1][CH3:2])([CH3:10])[C:4]([OH:6])=[O:5])[CH:28]=[CH:29][CH:30]=3)=[N:19]2)=[CH:14][CH:13]=1. Reported procedure: The title compound is prepared analogously to the compound described in Example 20 from 2-ethyl-2-methylsuccinic acid anhydride and 3-(7-fluoro-2-quinolinylmethoxy)aniline; colourless crystals of m.p. 179°-180°. The reactants are C(C)(C)(C)OC(=O)N1CCC=2C(=NNC2CC1)C1=CC=C(C=C1)Cl (3-(4-chloro-phenyl)-4,5,7,8-tetrahydro-1H-1,2,6-triaza-azulene-6-carboxylic acid tert-butyl ester), FC1=C(CCl)C(=CC(=C1)F)F (2,4,6-trifluorobenzyl chloride). The product is ClC1=CC=C(C=C1)C1=NN(C=2CCNCCC12)CC1=C(C=C(C=C1F)F)F (3-(4-Chloro-phenyl)-1-(2,4,6-trifluoro-benzyl)-1,4,5,6,7,8-hexahydro-1,2,6-triaza-azulene). Isolated yield 34.5%. Reaction SMILES: C(OC([N:8]1[CH2:17][CH2:16][C:15]2[NH:14][N:13]=[C:12]([C:18]3[CH:23]=[CH:22][C:21]([Cl:24])=[CH:20][CH:19]=3)[C:11]=2[CH2:10][CH2:9]1)=O)(C)(C)C.[F:25][C:26]1[CH:33]=[C:32]([F:34])[CH:31]=[C:30]([F:35])[C:27]=1[CH2:28]Cl>>[Cl:24][C:21]1[CH:20]=[CH:19][C:18]([C:12]2[C:11]3[CH2:10][CH2:9][NH:8][CH2:17][CH2:16][C:15]=3[N:14]([CH2:28][C:27]3[C:26]([F:25])=[CH:33][C:32]([F:34])=[CH:31][C:30]=3[F:35])[N:13]=2)=[CH:23][CH:22]=1. Procedure: The title compound (0.027 g) was prepared from 3-(4-chloro-phenyl)-4,5,7,8-tetrahydro-1H-1,2,6-triaza-azulene-6-carboxylic acid tert-butyl ester (Example 103, Step B; 0.2 mmol) using 2,4,6-trifluorobenzyl chloride (0.3 mmol) in place of 2-chloromethyl-thiophene. MS (ESI): exact mass calculated for C20H17ClF3N3, 391.11. found, m/z 392.1 [M+H]+. 1H NMR (500 MHz, CD3OD): 7.30-7.26 (m, 4H), 6.80-6.78 (br m, 2H), 5.25 (s, 2H), 2.94-2.92 (m, 4H), 2.82-2.80 (m, 2H), 2.66-2.62 (m, 2H). Starting materials: C(#N)[BH3-].[Na+] (Sodium cyanoborohydride), C(C)(C)(C)OC(=O)N1CCCC(=C1)C1(C(NC2=CC(=CC=C12)Cl)=O)CC1=CC(=NC(=C1)Cl)Cl (rac-5-[6-chloro-3-(2,6-dichloro-pyridin-4-ylmethyl)-2-oxo-2,3-dihydro-1H-indol-3-yl]-3,4-dihydro-2H-pyridine-1-carboxylic acid tert-butyl ester). Solvent: C(C)(=O)O (acetic acid). Reaction conditions: temperature 60 celsius. Yields the product C(C)(C)(C)OC(=O)N1CC=CC(=C1)C1(C(NC2=CC(=CC=C12)Cl)=O)CC1=CC(=NC(=C1)Cl)Cl (rac-5-[6-chloro-3-(2,6-dichloro-pyridin-4-ylmethyl)-2-oxo-2,3-dihydro-1H-indol-3-yl]-pyridine-1-carboxylic acid tert-butyl ester). RXN SMILES: C([BH3-])#N.[Na+].[C:5]([O:9][C:10]([N:12]1[CH:17]=[C:16]([C:18]2([CH2:29][C:30]3[CH:35]=[C:34]([Cl:36])[N:33]=[C:32]([Cl:37])[CH:31]=3)[C:26]3[C:21](=[CH:22][C:23]([Cl:27])=[CH:24][CH:25]=3)[NH:20][C:19]2=[O:28])[CH2:15][CH2:14][CH2:13]1)=[O:11])([CH3:8])([CH3:7])[CH3:6]>C(O)(=O)C>[C:5]([O:9][C:10]([N:12]1[CH:17]=[C:16]([C:18]2([CH2:29][C:30]3[CH:35]=[C:34]([Cl:36])[N:33]=[C:32]([Cl:37])[CH:31]=3)[C:26]3[C:21](=[CH:22][C:23]([Cl:27])=[CH:24][CH:25]=3)[NH:20][C:19]2=[O:28])[CH:15]=[CH:14][CH2:13]1)=[O:11])([CH3:8])([CH3:6])[CH3:7] |f:0.1|. Procedure details: Sodium cyanoborohydride (0.37 g, 5.89 mmol) was added to a solution of rac-5-[6-chloro-3-(2,6-dichloro-pyridin-4-ylmethyl)-2-oxo-2,3-dihydro-1H-indol-3-yl]-3,4-dihydro-2H-pyridine-1-carboxylic acid tert-butyl ester (0.3 g, 0.589 mmol) (from Example 23 supra) in acetic acid (6 mL). The mixture was heated at 60° C. for 16 hours. After cooling, the solvent was evaporated in vacuo. To the residue was added saturated aqueous sodium bicarbonate solution, and extracted three times with ethyl acetate. T...